Dataset: the Open Reaction Database (ORD), a public repository of structured organic reaction records. Task: describe an organic reaction: reactants, conditions, products, and yield Starting materials: 100, O=C1CCN(CC1)C(=O)OCC (ethyl 4-oxo-1-piperidinecarboxylate), CC(C)N (2-propanamine), S1C=CC=C1 (thiophene), [H][H] (hydrogen). Reagents/catalysts: [Pd] (palladium-on-charcoal). Run in CO (methanol), CO (methanol). Product: 118, CC(C)NC1CCN(CC1)C(=O)OCC (ethyl 4-[(1-methylethyl)-amino]-1-piperidinecarboxylate). The yield is 94.0%. RXN SMILES: O=[C:2]1[CH2:7][CH2:6][N:5]([C:8]([O:10][CH2:11][CH3:12])=[O:9])[CH2:4][CH2:3]1.[CH3:13][CH:14]([NH2:16])[CH3:15].S1C=CC=C1.[H][H]>CO.[Pd]>[CH3:13][CH:14]([NH:16][CH:2]1[CH2:7][CH2:6][N:5]([C:8]([O:10][CH2:11][CH3:12])=[O:9])[CH2:4][CH2:3]1)[CH3:15]. Procedure details: A mixture of 100 parts of ethyl 4-oxo-1-piperidinecarboxylate, 42 parts of 2-propanamine, 2 parts of a solution of thiophene in methanol 4% and 400 parts of methanol was hydrogenated at normal pressure and at room temperature with 5 parts of palladium-on-charcoal catalyst 10%. After the calculated amount of hydrogen was taken up, the catalyst was filtered off and the filtrate was evaporated, yielding 118 parts (94%) of ethyl 4-[(1-methylethyl)-amino]-1-piperidinecarboxylate (1). Starting materials: CC(C)(C)c1cccc(C=O)c1O, CC(=O)O, O=[N+]([O-])O. Yields the product CC(C)(C)c1cc([N+](=O)[O-])cc(C=O)c1O. RXN SMILES: [C:1]([CH3:2])([CH3:3])([CH3:4])[c:5]1[c:6]([OH:13])[c:7]([CH:8]=[O:9])[cH:10][cH:11][cH:12]1.[CH3:18][C:19](=[O:20])[OH:21].[OH:14][N+:15]([O-:16])=[O:17]>>[C:1]([CH3:2])([CH3:3])([CH3:4])[c:5]1[c:6]([OH:13])[c:7]([CH:8]=[O:9])[cH:10][c:11]([N+:15](=[O:14])[O-:16])[cH:12]1. Starting materials: CCc1nc2c(cnn2CC)c(NC2CCOCC2)c1CNC(=O)c1ccccc1NC(=O)CCCCCCCBr, CNCCO, CN(C)C=O, CCN(C(C)C)C(C)C. Product: CCc1nc2c(cnn2CC)c(NC2CCOCC2)c1CNC(=O)c1ccccc1NC(=O)CCCCCCCN(C)CCO. As a reaction SMILES: [Br:1][CH2:2][CH2:3][CH2:4][CH2:5][CH2:6][CH2:7][CH2:8][C:9](=[O:10])[NH:11][c:12]1[c:13]([C:14](=[O:15])[NH:16][CH2:17][c:18]2[c:19]([NH:31][CH:32]3[CH2:33][CH2:34][O:35][CH2:36][CH2:37]3)[c:20]3[c:21]([n:22][c:23]2[CH2:24][CH3:25])[n:26]([CH2:29][CH3:30])[n:27][cH:28]3)[cH:38][cH:39][cH:40][cH:41]1.[CH3:42][NH:43][CH2:44][CH2:45][OH:46].[CH3:56][N:57]([CH3:58])[CH:59]=[O:60].[CH:47]([N:48]([CH2:49][CH3:50])[CH:51]([CH3:52])[CH3:53])([CH3:54])[CH3:55]>>[CH2:2]([CH2:3][CH2:4][CH2:5][CH2:6][CH2:7][CH2:8][C:9](=[O:10])[NH:11][c:12]1[c:13]([C:14](=[O:15])[NH:16][CH2:17][c:18]2[c:19]([NH:31][CH:32]3[CH2:33][CH2:34][O:35][CH2:36][CH2:37]3)[c:20]3[c:21]([n:22][c:23]2[CH2:24][CH3:25])[n:26]([CH2:29][CH3:30])[n:27][cH:28]3)[cH:38][cH:39][cH:40][cH:41]1)[N:43]([CH3:42])[CH2:44][CH2:45][OH:46]. Starting materials: N(=[N+]=[N-])[C@@H]1[C@@H](C(N1)=O)NC(C1=CC=CC=C1)(C1=CC=CC=C1)C1=CC=CC=C1 ((3S,4R)-4-azido-3-tritylamino-2-azetidinone), C(CC)(=O)OC (methyl propionate). Solvent: C1(=CC=CC=C1)C (toluene). Product: C(C1=CC=CC=C1)(C1=CC=CC=C1)(C1=CC=CC=C1)NC1C(NC1)=O (3-tritylamino-2-azetidinone). Reaction SMILES: N([C@H:4]1[NH:7][C:6](=[O:8])[C@H:5]1[NH:9][C:10]([C:23]1[CH:28]=[CH:27][CH:26]=[CH:25][CH:24]=1)([C:17]1[CH:22]=[CH:21][CH:20]=[CH:19][CH:18]=1)[C:11]1[CH:16]=[CH:15][CH:14]=[CH:13][CH:12]=1)=[N+]=[N-].C(OC)(=O)CC>C1(C)C=CC=CC=1>[C:10]([NH:9][CH:5]1[CH2:4][NH:7][C:6]1=[O:8])([C:23]1[CH:24]=[CH:25][CH:26]=[CH:27][CH:28]=1)([C:17]1[CH:18]=[CH:19][CH:20]=[CH:21][CH:22]=1)[C:11]1[CH:16]=[CH:15][CH:14]=[CH:13][CH:12]=1. Reported procedure: To a solution of 2.0 g of (3S,4R)-4-azido-3-tritylamino-2-azetidinone in 35 ml of toluene is added 1.14 g of methyl propionate and the mixture is refluxed for 2 hours. The solvent is then distilled off under reduced pressure and the residue is purified by silica gel column chromatography using n-hexane-ethyl acetate (2:1). The earlier eluate fractions are combined and concentrated under reduced pressure to give 0.818 g of (3S,4R)-[5-methoxycarbonyl)-1,2,3-triazol-1-yl]-3-tritylamino-2-azetidinon... Reactants: C#CCOCCCCCCO, CCNCC, [Cu]I, Ic1ccc(N2CCCCC2)cc1. Product: OCCCCCCOCC#Cc1ccc(N2CCCCC2)cc1. RXN SMILES: [CH2:14]([C:15]#[CH:16])[O:17][CH2:18][CH2:19][CH2:20][CH2:21][CH2:22][CH2:23][OH:24].[CH2:25]([NH:26][CH2:27][CH3:28])[CH3:29].[Cu:30][I:31].[I:1][c:2]1[cH:3][cH:4][c:5]([N:8]2[CH2:9][CH2:10][CH2:11][CH2:12][CH2:13]2)[cH:6][cH:7]1>>[c:2]1([C:16]#[C:15][CH2:14][O:17][CH2:18][CH2:19][CH2:20][CH2:21][CH2:22][CH2:23][OH:24])[cH:3][cH:4][c:5]([N:8]2[CH2:9][CH2:10][CH2:11][CH2:12][CH2:13]2)[cH:6][cH:7]1.